From a dataset of the Open Reaction Database (ORD), a public repository of structured organic reaction records. describe an organic reaction: reactants, conditions, products, and yield Starting materials: O=C(n1ccnc1)n1ccnc1, C=CCBr, CC#N, CCCCCC, OCCCc1ccc(F)c(Oc2ccccc2)c1, O. Reaction SMILES: [C:19]([n:20]1[cH:21][cH:22][n:23][cH:24]1)([n:25]1[cH:26][cH:27][n:28][cH:29]1)=[O:30].[CH2:31]([CH:32]=[CH2:33])[Br:34].[CH3:36][C:37]#[N:38].[CH3:39][CH2:40][CH2:41][CH2:42][CH2:43][CH3:44].[F:1][c:2]1[c:3]([O:12][c:13]2[cH:14][cH:15][cH:16][cH:17][cH:18]2)[cH:4][c:5]([CH2:8][CH2:9][CH2:10][OH:11])[cH:6][cH:7]1.[OH2:35]>>[F:1][c:2]1[c:3]([O:12][c:13]2[cH:14][cH:15][cH:16][cH:17][cH:18]2)[cH:4][c:5]([CH2:8][CH2:9][CH2:10][Br:34])[cH:6][cH:7]1. Product: Fc1ccc(CCCBr)cc1Oc1ccccc1. Starting materials: COC(=O)N[C@@H](C(=O)N1[C@@H](CCC1)C=1NC(=CN1)C=1C=CC2=C(COC3=C4C(=CC=C23)C=C(C=C4)C4=CN=C(N4)[C@H]4N(CCC4)C([C@H](C(C)C)NC(OC)=O)=O)C1)C1=CC=CC=C1 (methyl (S)-1-((S)-2-(5-(8-(2-((S)-1-((R)-2-methoxycarbonylamino-2-phenylacetyl)-pyrrolidin-2-yl)-1H-imidazol-5-yl)-6H-dibenzo[c,h]chromen-2-yl)-1H-imidazol-2-yl)pyrrolidin-1-yl)-3-methyl-1-oxobutan-2-ylcarbamate), COC(=O)N[C@@H](C(=O)O)C1=CC=CC=C1 ((R)-2-(methoxycarbonylamino)-2-phenylacetic acid). Run in amide. The product is COC(=O)N[C@H](C(=O)N1[C@@H](CCC1)C=1NC(=CN1)C=1C=CC2=C(COC3=C4C(=CC=C23)C=C(C=C4)C4=CN=C(N4)[C@H]4N(CCC4)C([C@H](C(C)C)NC(OC)=O)=O)C1)C1CCOCC1 (Methyl (S)-1-((S)-2-(5-(8-(2-((S)-1-((S)-2-methoxycarbonylamino-2-(tetrahydro-2H-pyran-4-yl)acetyl)pyrrolidin-2-yl)-1H-imidazol-5-yl)-6H-dibenzo[c,h]chromen-2-yl)-1H-imidazol-2-yl)pyrrolidin-1-yl)-3-methyl-1-oxobutan-2-ylcarbamate). Reaction SMILES: [CH3:1][O:2][C:3]([NH:5][C@H:6]([C:58]1[CH:63]=[CH:62]C=[CH:60][CH:59]=1)[C:7]([N:9]1[CH2:13][CH2:12][CH2:11][C@H:10]1[C:14]1[NH:15][C:16]([C:19]2[CH:20]=[CH:21][C:22]3[C:31]4[C:26](=[C:27]5[CH:35]=[CH:34][C:33]([C:36]6[NH:40][C:39]([C@@H:41]7[CH2:45][CH2:44][CH2:43][N:42]7[C:46](=[O:56])[C@@H:47]([NH:51][C:52](=[O:55])[O:53][CH3:54])[CH:48]([CH3:50])[CH3:49])=[N:38][CH:37]=6)=[CH:32][C:28]5=[CH:29][CH:30]=4)[O:25][CH2:24][C:23]=3[CH:57]=2)=[CH:17][N:18]=1)=[O:8])=[O:4].C[O:65]C(N[C@H](C1C=CC=CC=1)C(O)=O)=O>>[CH3:1][O:2][C:3]([NH:5][C@@H:6]([CH:58]1[CH2:59][CH2:60][O:65][CH2:62][CH2:63]1)[C:7]([N:9]1[CH2:13][CH2:12][CH2:11][C@H:10]1[C:14]1[NH:15][C:16]([C:19]2[CH:20]=[CH:21][C:22]3[C:31]4[C:26](=[C:27]5[CH:35]=[CH:34][C:33]([C:36]6[NH:40][C:39]([C@@H:41]7[CH2:45][CH2:44][CH2:43][N:42]7[C:46](=[O:56])[C@@H:47]([NH:51][C:52](=[O:55])[O:53][CH3:54])[CH:48]([CH3:50])[CH3:49])=[N:38][CH:37]=6)=[CH:32][C:28]5=[CH:29][CH:30]=4)[O:25][CH2:24][C:23]=3[CH:57]=2)=[CH:17][N:18]=1)=[O:8])=[O:4]. Reported procedure: This compound was made in an analogous manner to methyl (S)-1-((S)-2-(5-(8-(2-((S)-1-((R)-2-methoxycarbonylamino-2-phenylacetyl)-pyrrolidin-2-yl)-1H-imidazol-5-yl)-6H-dibenzo[c,h]chromen-2-yl)-1H-imidazol-2-yl)pyrrolidin-1-yl)-3-methyl-1-oxobutan-2-ylcarbamate, substituting (S)-2-(methoxycarbonylamino)-2-(tetrahydro-2H-pyran-4-yl)acetic acid for (R)-2-(methoxycarbonylamino)-2-phenylacetic acid in the second amide coupling. LCMS-ESI+: calculated for C47H54N8O8: 858.98; observed [M+1]+: 860.02. Reactants: NC1=NC=NC2=CC(=CC=C12)C=1C(CC(NN1)=O)C (6-(4-aminoquinazolin-7-yl)-4,5-dihydro-5-methyl-3(2H)-pyridazinone), ClC(=O)OCC (ethyl chloroformate). Run in N1=CC=CC=C1 (pyridine). Run at time 3 hour. Product: C(C)OC(=O)NC1=NC=NC2=CC(=CC=C12)C=1C(CC(NN1)=O)C (6-(4-ethoxycarbonylamino-quinazolin-7-yl)-4,5-dihydro-5-methyl-3(2H)-pyridazinone). The yield is 82.0%. As a reaction SMILES: [NH2:1][C:2]1[C:11]2[C:6](=[CH:7][C:8]([C:12]3[CH:13]([CH3:19])[CH2:14][C:15](=[O:18])[NH:16][N:17]=3)=[CH:9][CH:10]=2)[N:5]=[CH:4][N:3]=1.Cl[C:21]([O:23][CH2:24][CH3:25])=[O:22]>N1C=CC=CC=1>[CH2:24]([O:23][C:21]([NH:1][C:2]1[C:11]2[C:6](=[CH:7][C:8]([C:12]3[CH:13]([CH3:19])[CH2:14][C:15](=[O:18])[NH:16][N:17]=3)=[CH:9][CH:10]=2)[N:5]=[CH:4][N:3]=1)=[O:22])[CH3:25]. Procedure details: Compound 11 (0.20 g) obtained in Example 11 was dissolved in 5 ml of pyridine, and 0.1 ml of ethyl chloroformate was added to the solution. The resulting mixture was stirred at room temperature for 3 hours and then concentrated. Water was added to the residue, and the crystals precipitated were collected by filtration and dried to give 0.21 g (82%) of 6-(4-ethoxycarbonylamino-quinazolin-7-yl)-4,5-dihydro-5-methyl-3(2H)-pyridazinone (Compound 53).